From a dataset of the Open Reaction Database (ORD), a public repository of structured organic reaction records. describe an organic reaction: reactants, conditions, products, and yield Starting materials: ClC1=C(C(=O)O)C=CC=C1 (2-Chlorobenzoic acid), ice water, [N+](=O)(O)[O-] (HNO3), OS(=O)(=O)O (H2SO4). Solvent: mixture. Reaction conditions: time 1 hour. Product: ClC1=C(C(=O)O)C=C(C=C1)[N+](=O)[O-] (2-Chloro-5-nitro-benzoic acid). Reaction SMILES: [Cl:1][C:2]1[CH:10]=[CH:9][CH:8]=[CH:7][C:3]=1[C:4]([OH:6])=[O:5].[N+:11]([O-])([OH:13])=[O:12].OS(O)(=O)=O>>[Cl:1][C:2]1[CH:10]=[CH:9][C:8]([N+:11]([O-:13])=[O:12])=[CH:7][C:3]=1[C:4]([OH:6])=[O:5]. Procedure details: 2-Chlorobenzoic acid (2 g, 12.7 mmol) was added with stirring at 25° C. to a nitrating mixture (20 mL) prepared from 1:1 HNO3 (70%) and H2SO4 (98%). It was stirred for 1 h. and poured into ice water. The title compound obtained was filtered and dried. The reactants are Brc1cccc(OCc2ccccc2)c1, CN(C)CC1CC(CCc2ccccc2)CCC1=O, Cl. Yields the product CN(C)CC1CC(CCc2ccccc2)CCC1(O)c1cccc(OCc2ccccc2)c1. Reaction SMILES: [Br:21][c:22]1[cH:23][c:24]([O:28][CH2:29][c:30]2[cH:31][cH:32][cH:33][cH:34][cH:35]2)[cH:25][cH:26][cH:27]1.[CH3:2][N:3]([CH3:4])[CH2:5][CH:6]1[C:7](=[O:20])[CH2:8][CH2:9][CH:10]([CH2:12][CH2:13][c:14]2[cH:15][cH:16][cH:17][cH:18][cH:19]2)[CH2:11]1.[ClH:1]>>[CH3:2][N:3]([CH3:4])[CH2:5][CH:6]1[C:7]([OH:20])([c:22]2[cH:23][c:24]([O:28][CH2:29][c:30]3[cH:31][cH:32][cH:33][cH:34][cH:35]3)[cH:25][cH:26][cH:27]2)[CH2:8][CH2:9][CH:10]([CH2:12][CH2:13][c:14]2[cH:15][cH:16][cH:17][cH:18][cH:19]2)[CH2:11]1. The reactants are ClC(=O)OC1C2CC3(CC(CC1C3)C2)O (1-hydroxy-4-adamantyl chloroformate), CC=1OC(=NN1)C1CNCCC1 (2-methyl-5-(piperidin-3-yl)-1,3,4-oxadiazole). Product: CC1=NN=C(O1)C1CN(CCC1)C(=O)OC1C2CC3(CC(CC1C3)C2)O (1-hydroxy-4-adamantyl 3-(5-methyl-1,3,4-oxadiazol-2-yl)piperidine-1-carboxylate). RXN SMILES: Cl[C:2]([O:4][CH:5]1[CH:12]2[CH2:13][C:8]3([OH:15])[CH2:9][CH:10]([CH2:14][CH:6]1[CH2:7]3)[CH2:11]2)=[O:3].[CH3:16][C:17]1[O:18][C:19]([CH:22]2[CH2:27][CH2:26][CH2:25][NH:24][CH2:23]2)=[N:20][N:21]=1>>[CH3:16][C:17]1[O:18][C:19]([CH:22]2[CH2:27][CH2:26][CH2:25][N:24]([C:2]([O:4][CH:5]3[CH:12]4[CH2:13][C:8]5([OH:15])[CH2:9][CH:10]([CH2:14][CH:6]3[CH2:7]5)[CH2:11]4)=[O:3])[CH2:23]2)=[N:20][N:21]=1. Reported procedure: The title compound was prepared following a procedure analogous to that described in Example 19 Step 1 using 1-hydroxy-4-adamantyl chloroformate solution and 2-methyl-5-(piperidin-3-yl)-1,3,4-oxadiazole. LC-MS Method 1 tR=1.35 min, m/z=362. Solvent: CO (methanol). Yields the product Cl.O1C(=CC=C1)[C@@H](C)N ((R)-1-furan-2-yl-ethylamine hydrochloride). Run at time 15 minute. The yield is 124.2%. Procedure details: In a round-bottomed flask, (S)-2-methyl-propane-2-sulfinic acid ((R)-1-furan-2-yl-ethyl)-amide (514 mg, 2.27 mmol) was dissolved in methanol 4 ml) and hydrogen chloride (4.0 M in 1,4-dioxane, 1.2 ml, 4.8 mmol) was added dropwise. The reaction mixture was stirred at room temperature for 15 min then concentrated to give 416 mg of (R)-1-furan-2-yl-ethylamine hydrochloride as a dark brown waxy solid which was used without further purification. As a reaction SMILES: [O:1]1[CH:5]=[CH:4][CH:3]=[C:2]1[C@H:6]([NH:8][S@](C(C)(C)C)=O)[CH3:7].[ClH:15]>CO>[ClH:15].[O:1]1[CH:5]=[CH:4][CH:3]=[C:2]1[C@H:6]([NH2:8])[CH3:7] |f:3.4|. Starting materials: O1C(=CC=C1)[C@@H](C)N[S@@](=O)C(C)(C)C ((S)-2-methyl-propane-2-sulfinic acid ((R)-1-furan-2-yl-ethyl)-amide), Cl (hydrogen chloride). The reactants are C1(=CC=CC=C1)C (toluene), C(C(=C)CC(=O)O)(=O)O (itaconic acid), C1(O)=CC(O)=CC=C1 (resorcinol), ethyl monoester. The solvent is CCCCCC.C(C)(=O)OCC (hexane ethyl acetate). Reaction conditions: time 2 hour. Yields the product OC1=CC=C2CC(C(OC2=C1)=O)CC(=O)OCC (ethyl (7-hydroxy-2-oxo-3,4-dihydro-2H-chromen-3-yl)acetate). Isolated yield 46.0%. RXN SMILES: [C:1]1(C)C=CC=C[CH:2]=1.[C:8]1([CH:15]=[CH:14][CH:13]=[C:11]([OH:12])[CH:10]=1)[OH:9].[C:16]([OH:24])(=O)[C:17]([CH2:19][C:20]([OH:22])=[O:21])=[CH2:18]>CCCCCC.C(OCC)(=O)C>[OH:9][C:8]1[CH:10]=[C:11]2[C:13]([CH2:18][CH:17]([CH2:19][C:20]([O:22][CH2:1][CH3:2])=[O:21])[C:16](=[O:24])[O:12]2)=[CH:14][CH:15]=1 |f:3.4|. Procedure: 100 ml of toluene were admixed with 4.4 g (0.04 mol) of resorcinol and 6.32 g (0.04 mol) of the ethyl monoester of itaconic acid, and also 8.8 g of Amberlyst 15 resin from Aldrich. The reaction mixture was stirred for 2 hours and then filtered off to cooling. The filtrate was concentrated and purified by flash chromatography on a silica column (eluent CH2Cl2: MeOH=50:1), to give, following recrystallization from a 3/1 hexane/ethyl acetate mixture, 4.6 g (46% yield) of the expected lactone C2 in ... Procedure details: Using the method of 2-{5-chloro-2-[2-(1-methylpiperidin-4-yl)-ethylamino]-pyrimidin-4-yl}-benzo[b]thiophene-4-carboxylic acid amide di-hydrochloride, the title compound is synthesized from 2-[5-methyl-2-(3-piperidin-4-ylpropylamino)-pyrimidin-4-yl]-benzo[b]thiophene-4-carboxylic acid amide and isolated as a yellow solid. ES+(m/z) 424 [M(free base)+H]. RXN SMILES: [ClH:1].Cl.[Cl:3][C:4]1C(C2SC3C=CC=C(C(N)=O)C=3C=2)=NC(NCCC2CCN(C)CC2)=NC=1.[CH3:32][C:33]1[C:34]([C:49]2[S:53][C:52]3[CH:54]=[CH:55][CH:56]=[C:57]([C:58]([NH2:60])=[O:59])[C:51]=3[CH:50]=2)=[N:35][C:36]([NH:39][CH2:40][CH2:41][CH2:42][CH:43]2[CH2:48][CH2:47][NH:46][CH2:45][CH2:44]2)=[N:37][CH:38]=1>>[ClH:3].[ClH:1].[CH3:32][C:33]1[C:34]([C:49]2[S:53][C:52]3[CH:54]=[CH:55][CH:56]=[C:57]([C:58]([NH2:60])=[O:59])[C:51]=3[CH:50]=2)=[N:35][C:36]([NH:39][CH2:40][CH2:41][CH2:42][CH:43]2[CH2:48][CH2:47][N:46]([CH3:4])[CH2:45][CH2:44]2)=[N:37][CH:38]=1 |f:0.1.2,4.5.6|. The reactants are CC=1C(=NC(=NC1)NCCCC1CCNCC1)C1=CC2=C(S1)C=CC=C2C(=O)N (2-[5-methyl-2-(3-piperidin-4-ylpropylamino)-pyrimidin-4-yl]-benzo[b]thiophene-4-carboxylic acid amide), Cl.Cl.ClC=1C(=NC(=NC1)NCCC1CCN(CC1)C)C1=CC2=C(S1)C=CC=C2C(=O)N (2-{5-chloro-2-[2-(1-methylpiperidin-4-yl)-ethylamino]-pyrimidin-4-yl}-benzo[b]thiophene-4-carboxylic acid amide di-hydrochloride). Product: Cl.Cl.CC=1C(=NC(=NC1)NCCCC1CCN(CC1)C)C1=CC2=C(S1)C=CC=C2C(=O)N (2-{5-Methyl-2-[3-(1-methylpiperidin-4-yl)-propylamino]-pyrimidin-4-yl}-benzo[b]thiophene-4-carboxylic acid amide di-hydrochloride). Starting materials: Nc1ccc(OCc2ccccc2)cc1, CN1CCCC1=O, CCN(C(C)C)C(C)C, COC(=O)c1c(C(F)(F)F)ccnc1F, O. The product is COC(=O)c1c(C(F)(F)F)ccnc1Nc1ccc(OCc2ccccc2)cc1. RXN SMILES: [CH2:1]([c:2]1[cH:3][cH:4][cH:5][cH:6][cH:7]1)[O:8][c:9]1[cH:10][cH:11][c:12]([NH2:13])[cH:14][cH:15]1.[CH3:41][N:42]1[CH2:43][CH2:44][CH2:45][C:46]1=[O:47].[CH:16]([N:17]([CH2:18][CH3:19])[CH:20]([CH3:21])[CH3:22])([CH3:23])[CH3:24].[F:25][c:26]1[n:27][cH:28][cH:29][c:30]([C:36]([F:37])([F:38])[F:39])[c:31]1[C:32](=[O:33])[O:34][CH3:35].[OH2:40]>>[CH2:1]([c:2]1[cH:3][cH:4][cH:5][cH:6][cH:7]1)[O:8][c:9]1[cH:10][cH:11][c:12]([NH:13][c:26]2[n:27][cH:28][cH:29][c:30]([C:36]([F:37])([F:38])[F:39])[c:31]2[C:32](=[O:33])[O:34][CH3:35])[cH:14][cH:15]1. The reactants are BrC1=CN(C=2CC(CC(C12)=O)(C)C)C1=NC=C(C=C1)Cl (3-bromo-1-(5-chloropyridin-2-yl)-6,6-dimethyl-4,5,6,7-tetrahydroindol-4-one), C(CCC)[Sn](C=1SC=CN1)(CCCC)CCCC (2-tributylstannylthiazole). The product is ClC=1C=CC(=NC1)N1C=C(C=2C(CC(CC12)(C)C)=O)C=1SC=CN1 (1-(5-Chloropyridin-2-yl)-6,6-dimethyl-3-(thiazol-2-yl)-4,5,6,7-tetrahydroindol-4-one). Yield: 37.0%. As a reaction SMILES: Br[C:2]1[C:10]2[C:9](=[O:11])[CH2:8][C:7]([CH3:13])([CH3:12])[CH2:6][C:5]=2[N:4]([C:14]2[CH:19]=[CH:18][C:17]([Cl:20])=[CH:16][N:15]=2)[CH:3]=1.C([Sn](CCCC)(CCCC)[C:26]1[S:27][CH:28]=[CH:29][N:30]=1)CCC>>[Cl:20][C:17]1[CH:18]=[CH:19][C:14]([N:4]2[C:5]3[CH2:6][C:7]([CH3:13])([CH3:12])[CH2:8][C:9](=[O:11])[C:10]=3[C:2]([C:26]3[S:27][CH:28]=[CH:29][N:30]=3)=[CH:3]2)=[N:15][CH:16]=1. Reported procedure: In the same way as described in Example 15, Step 4 using 3-bromo-1-(5-chloropyridin-2-yl)-6,6-dimethyl-4,5,6,7-tetrahydroindol-4-one and 2-tributylstannylthiazole, the title compound (73 mg, 37%) was isolated as a pale yellow solid. 1H NMR (400 MHz, d6-DMSO) δ 1.06 (6H,s), 2.44 (2H,s), 3.01 (2H,s), 7.63 (1H,d, J=3Hz), 7.80-7.84 (2H,m), 8.00 (1H,s), 8.20 (1H,dd, J=8.6 and 2.6 Hz), 8.69 (1H,d, J=2.6Hz). MS (ES+) 358/360 (M+1). 1H NMR (400 MHz, d6-DMSO) δ 1.02 (6H,s), 2.33 (2H,s), 2.97 (2H,s), 7.56...